Dataset: the Open Reaction Database (ORD), a public repository of structured organic reaction records. Task: describe an organic reaction: reactants, conditions, products, and yield The reactants are FC=1C=C(C=C2C=CNC12)S(=O)(=O)C (7-Fluoro-5-(methylsulfonyl)-1H-indole), BrC=1N=C(SC1)OC1CCN(CC1)C(=O)OC(C)(C)C (tert-butyl 4-((4-bromothiazol-2-yl)oxy)piperidine-1-carboxylate), FC=1C=C(C=C2C=CNC12)S(=O)(=O)C (7-Fluoro-5-(methylsulfonyl)-1H-indole), BrC=1N=C(SC1)OC1CCN(CC1)C(=O)OC(C)(C)C (tert-butyl 4-((4-bromothiazol-2-yl)oxy)piperidine-1-carboxylate). Product: FC=1C=C(C=C2C=CN(C12)C=1N=C(SC1)OC1CCN(CC1)C(=O)OC(C)(C)C)S(=O)(=O)C (tert-Butyl 4-((4-(7-fluoro-5-(methylsulfonyl)-1H-indol-1-yl)thiazol-2-yl) oxy)piperidine-1-carboxylate). Reaction SMILES: [F:1][C:2]1[CH:3]=[C:4]([S:11]([CH3:14])(=[O:13])=[O:12])[CH:5]=[C:6]2[C:10]=1[NH:9][CH:8]=[CH:7]2.Br[C:16]1[N:17]=[C:18]([O:21][CH:22]2[CH2:27][CH2:26][N:25]([C:28]([O:30][C:31]([CH3:34])([CH3:33])[CH3:32])=[O:29])[CH2:24][CH2:23]2)[S:19][CH:20]=1>>[F:1][C:2]1[CH:3]=[C:4]([S:11]([CH3:14])(=[O:13])=[O:12])[CH:5]=[C:6]2[C:10]=1[N:9]([C:16]1[N:17]=[C:18]([O:21][CH:22]3[CH2:27][CH2:26][N:25]([C:28]([O:30][C:31]([CH3:34])([CH3:33])[CH3:32])=[O:29])[CH2:24][CH2:23]3)[S:19][CH:20]=1)[CH:8]=[CH:7]2. Procedure: The title compound was prepared by following the similar procedure as described in Example-1 using 7-Fluoro-5-(methylsulfonyl)-1H-indole (intermediate 22) and tert-butyl 4-((4-bromothiazol-2-yl)oxy)piperidine-1-carboxylate (intermediate 46). Starting materials: FC(C(=O)O)(F)F (trifluoroacetic acid), COCCNC=1C(=C(C(=O)O)C=CC1S(=O)(=O)C)C (3-[(2-methoxyethyl)amino]-2-methyl-4-(methylsulfonyl)benzoic acid), C=O (paraformaldehyde), [BH4-].[Na+] (NaBH4), OS(=O)(=O)O (H2SO4). Solvent: C1CCOC1 (THF). Reaction conditions: time 3 day. The product is COCCN(C=1C(=C(C(=O)O)C=CC1S(=O)(=O)C)C)C (3-[(2-Methoxyethyl)(methyl)amino]-2-methyl-4-(methylsulfonyl)benzoic acid). Reaction SMILES: [CH3:1][O:2][CH2:3][CH2:4][NH:5][C:6]1[C:7]([CH3:19])=[C:8]([CH:12]=[CH:13][C:14]=1[S:15]([CH3:18])(=[O:17])=[O:16])[C:9]([OH:11])=[O:10].C=O.[BH4-].[Na+].F[C:25](F)(F)C(O)=O.OS(O)(=O)=O>C1COCC1>[CH3:1][O:2][CH2:3][CH2:4][N:5]([CH3:25])[C:6]1[C:7]([CH3:19])=[C:8]([CH:12]=[CH:13][C:14]=1[S:15]([CH3:18])(=[O:16])=[O:17])[C:9]([OH:11])=[O:10] |f:2.3|. Procedure details: Under nitrogen, 1.0 g (3 mmol) of 3-[(2-methoxyethyl)amino]-2-methyl-4-(methylsulfonyl)benzoic acid was dissolved in 150 ml of THF, and 10 g of paraformaldehyde and then, a little at a time, 0.7 g (20 mmol) of NaBH4 were added. 15 ml of trifluoroacetic acid were then slowly added dropwise. The mixture was stirred at RT for another 3 days. For work-up, 10% strength H2SO4 was added, and the mixture was extracted repeatedly with EA and then dried over MgSO4 and concentrated. This gave a brownish oi... Reactants: CO, COc1ccc([N+](=O)[O-])cc1NC(C)=O, [Cl-], [Fe], [NH4+], O. Product: COc1ccc(N)cc1NC(C)=O. Reaction SMILES: [CH3:18][OH:19].[CH3:1][O:2][c:3]1[c:4]([NH:12][C:13]([CH3:14])=[O:15])[cH:5][c:6]([N+:9]([O-:10])=[O:11])[cH:7][cH:8]1.[Cl-:16].[Fe:21].[NH4+:17].[OH2:20]>>[CH3:1][O:2][c:3]1[c:4]([NH:12][C:13]([CH3:14])=[O:15])[cH:5][c:6]([NH2:9])[cH:7][cH:8]1. Reactants: COc1cc(C#N)ccc1NC(=O)C1NC(CC(C)(C)C)C2(C(=O)Nc3cc(Cl)ccc32)C1c1cccc(Cl)c1F, CS(C)=O, [Na+], [OH-], OO. Product: COc1cc(C(N)=O)ccc1NC(=O)C1NC(CC(C)(C)C)C2(C(=O)Nc3cc(Cl)ccc32)C1c1cccc(Cl)c1F. Reaction SMILES: [C:1](#[N:2])[c:3]1[cH:4][c:5]([O:40][CH3:41])[c:6]([NH:9][C:10](=[O:11])[CH:12]2[CH:13]([c:32]3[c:33]([F:39])[c:34]([Cl:38])[cH:35][cH:36][cH:37]3)[C:14]3([C:15](=[O:24])[NH:16][c:17]4[cH:18][c:19]([Cl:23])[cH:20][cH:21][c:22]43)[CH:25]([CH2:27][C:28]([CH3:29])([CH3:30])[CH3:31])[NH:26]2)[cH:7][cH:8]1.[CH3:46][S:47]([CH3:48])=[O:49].[Na+:45].[OH-:44].[OH:42][OH:43]>>[C:1]([NH2:2])([c:3]1[cH:4][c:5]([O:40][CH3:41])[c:6]([NH:9][C:10](=[O:11])[CH:12]2[CH:13]([c:32]3[c:33]([F:39])[c:34]([Cl:38])[cH:35][cH:36][cH:37]3)[C:14]3([C:15](=[O:24])[NH:16][c:17]4[cH:18][c:19]([Cl:23])[cH:20][cH:21][c:22]43)[CH:25]([CH2:27][C:28]([CH3:29])([CH3:30])[CH3:31])[NH:26]2)[cH:7][cH:8]1)=[O:42]. Starting materials: C1C(=CC2=CC=CC=C12)/C(/COC1=CC=C(C=C1)CO)=N/OC ((4-{[(2Z)-2-(1H-inden-2-yl)-2-(methoxyimino)ethyl]oxy}phenyl)methanol), C(#N)C(CC(=O)OC)C1=CC=C(C=C1)O (methyl 3-cyano-3-(4-hydroxyphenyl)propanoate). Yields the product C(#N)C(CC(=O)O)C1=CC=C(C=C1)OCC1=CC=C(C=C1)OC\C(=N/OC)\C=1CC2=CC=CC=C2C1 (3-Cyano-3-{4-[(4-{[(2Z)-2-(1H-inden-2-yl)-2-(methoxyimino)ethyl]oxy}benzyl)oxy]phenyl}propanoic acid). Isolated yield 20.5%. Reaction SMILES: [CH2:1]1[C:9]2[C:4](=[CH:5][CH:6]=[CH:7][CH:8]=2)[CH:3]=[C:2]1/[C:10](=[N:21]/[O:22][CH3:23])/[CH2:11][O:12][C:13]1[CH:18]=[CH:17][C:16]([CH2:19][OH:20])=[CH:15][CH:14]=1.[C:24]([CH:26]([C:32]1[CH:37]=[CH:36][C:35](O)=[CH:34][CH:33]=1)[CH2:27][C:28]([O:30]C)=[O:29])#[N:25]>>[C:24]([CH:26]([C:32]1[CH:37]=[CH:36][C:35]([O:20][CH2:19][C:16]2[CH:15]=[CH:14][C:13]([O:12][CH2:11]/[C:10](/[C:2]3[CH2:1][C:9]4[C:4]([CH:3]=3)=[CH:5][CH:6]=[CH:7][CH:8]=4)=[N:21]\[O:22][CH3:23])=[CH:18][CH:17]=2)=[CH:34][CH:33]=1)[CH2:27][C:28]([OH:30])=[O:29])#[N:25]. Procedure: Compound 101 was synthesized from (4-{[(2Z)-2-(1H-inden-2-yl)-2-(methoxyimino)ethyl]oxy}phenyl)methanol (0.079 g, 0.4 mmol) and methyl 3-cyano-3-(4-hydroxyphenyl)propanoate (0.11 g, 0.4 mmol) by following the procedure described in scheme 5 (0.008 g, yield: 20.5%); Purity: 97.17%. Starting materials: CO, Cl, NC(C(=O)O)c1ccc(F)cc1. Yields the product COC(=O)C(N)c1ccc(F)cc1. Reaction SMILES: [CH3:14][OH:15].[ClH:13].[NH2:1][CH:2]([C:3](=[O:4])[OH:5])[c:6]1[cH:7][cH:8][c:9]([F:12])[cH:10][cH:11]1>>[NH2:1][CH:2]([C:3]([O:4][CH3:14])=[O:5])[c:6]1[cH:7][cH:8][c:9]([F:12])[cH:10][cH:11]1. Starting materials: CC(=O)O[BH-](OC(C)=O)OC(C)=O, C=O, CC(C)=O, CO, CCC(O)C1CC(N)CCC1N1CCC(NC(=O)OCc2ccccc2)C1=O, [Na+]. Yields the product CCC(O)C1CC(N(C)C(C)C)CCC1N1CCC(NC(=O)OCc2ccccc2)C1=O. Reaction SMILES: [C:33]([O:34][BH-:35]([O:36][C:37](=[O:38])[CH3:39])[O:40][C:41](=[O:42])[CH3:43])(=[O:44])[CH3:45].[CH2:47]=[O:48].[CH3:29][C:30]([CH3:31])=[O:32].[CH3:49][OH:50].[NH2:1][CH:2]1[CH2:3][CH:4]([CH:25]([CH2:26][CH3:27])[OH:28])[CH:5]([N:8]2[C:9](=[O:24])[CH:10]([NH:13][C:14]([O:15][CH2:16][c:17]3[cH:18][cH:19][cH:20][cH:21][cH:22]3)=[O:23])[CH2:11][CH2:12]2)[CH2:6][CH2:7]1.[Na+:46]>>[N:1]([CH:2]1[CH2:3][CH:4]([CH:25]([CH2:26][CH3:27])[OH:28])[CH:5]([N:8]2[C:9](=[O:24])[CH:10]([NH:13][C:14]([O:15][CH2:16][c:17]3[cH:18][cH:19][cH:20][cH:21][cH:22]3)=[O:23])[CH2:11][CH2:12]2)[CH2:6][CH2:7]1)([CH:30]([CH3:29])[CH3:31])[CH3:33]. Starting materials: FC1=C(\C=C/2\C(C3=CC(=C(C=C3C2)N2CCOCC2)OC)=O)C=CC(=C1)F ((E)-2-(2,4-difluorobenzylidene)-6-methoxy-5-morpholino-2,3-dihydro-1H-inden-1-one). Reagents/catalysts: [Pd] (Pd/C). The solvent is CO (methanol). Conditions: time 6 hour. Product: FC1=C(CC2C(C3=CC(=C(C=C3C2)N2CCOCC2)OC)=O)C=CC(=C1)F (2-(2, 4-difluorobenzyl)-6-methoxy-5-morpholino-2,3-dihydro-1H-inden-1-one). RXN SMILES: [F:1][C:2]1[CH:26]=[C:25]([F:27])[CH:24]=[CH:23][C:3]=1/[CH:4]=[C:5]1/[C:6](=[O:22])[C:7]2[C:12]([CH2:13]/1)=[CH:11][C:10]([N:14]1[CH2:19][CH2:18][O:17][CH2:16][CH2:15]1)=[C:9]([O:20][CH3:21])[CH:8]=2>CO.[Pd]>[F:1][C:2]1[CH:26]=[C:25]([F:27])[CH:24]=[CH:23][C:3]=1[CH2:4][CH:5]1[CH2:13][C:12]2[C:7](=[CH:8][C:9]([O:20][CH3:21])=[C:10]([N:14]3[CH2:15][CH2:16][O:17][CH2:18][CH2:19]3)[CH:11]=2)[C:6]1=[O:22]. Procedure: To 27 (45 mg, 0.121 mmol), dissolved in methanol, was added Pd/C 20 mg and stirred under hydrogen balloon for 6 h. The reaction was filtered through celite bed and washed with excess methanol. The organic layer was concentrated to get the crude, which was purified by flash chromatography using 100-200 mesh silica gel. The compound was eluted at 23% ethyl acetate in hexane as half white coloured solid compound 2-(2,4-difluorobenzyl)-6-methoxy-5-morpholino-2,3-dihydro-1H-inden-1-one 28. 1HNMR (400... Starting materials: [BH4-], C=C1c2ccccc2C2=C(C(=O)CC2)c2ccccc21, ClCCl, CO, [Na+], O, Cc1ccc(S(=O)(=O)O)cc1, c1ccccc1. Yields the product C=C1c2ccccc2C2=C(CC=C2)c2ccccc21. As a reaction SMILES: [BH4-:21].[CH2:1]=[C:2]1[c:3]2[c:4]([cH:17][cH:18][cH:19][cH:20]2)[C:5]2=[C:9]([CH2:8][CH2:7][C:6]2=[O:16])[c:10]2[c:11]1[cH:12][cH:13][cH:14][cH:15]2.[CH2:36]([Cl:37])[Cl:38].[CH3:34][OH:35].[Na+:22].[OH2:39].[c:23]1([CH3:24])[cH:25][cH:26][c:27]([S:28]([OH:29])(=[O:30])=[O:31])[cH:32][cH:33]1.[cH:40]1[cH:41][cH:42][cH:43][cH:44][cH:45]1>>[CH2:1]=[C:2]1[c:3]2[c:4]([cH:17][cH:18][cH:19][cH:20]2)[C:5]2=[C:9]([CH2:8][CH:7]=[CH:6]2)[c:10]2[c:11]1[cH:12][cH:13][cH:14][cH:15]2. Reactants: BrC1=CC(=C2C=NC(=NN21)SC)OCOCC[Si](C)(C)C (7-Bromo-2-methylsulfanyl-5-(2-trimethylsilanyl-ethoxymethoxy)-pyrrolo[2,1-f][1,2,4]triazine), CC1(OB(OC1(C)C)C1=C(C=CC=C1)NS(=O)(=O)C)C (N-[2-(4,4,5,5-Tetramethyl-1,3,2-dioxaborolan-2-yl)-phenyl]-methanesulfonamide), CN(C=O)C (N,N-Dimethylformamide), C([O-])([O-])=O.[Na+].[Na+] (Sodium carbonate), O (Water), C1(=CC=CC=C1)P(C1=CC=CC=C1)C1=CC=CC=C1 (Triphenylphosphine). The reagents and catalysts are C(C)(=O)[O-].[Pd+2].C(C)(=O)[O-] (Palladium Acetate). Reaction conditions: time 10 minute. Product: CSC1=NN2C(C=N1)=C(C=C2C2=C(C=CC=C2)NS(=O)(=O)C)OCOCC[Si](C)(C)C (N-{2-[2-Methylsulfanyl-5-(2-trimethylsilanyl-ethoxymethoxy)-pyrrolo[2,1-f][1,2,4]triazin-7-yl]-phenyl}-methanesulfonamide). Yield: 78.0%. As a reaction SMILES: C1(P(C2C=CC=CC=2)C2C=CC=CC=2)C=CC=CC=1.Br[C:21]1[N:29]2[C:24]([CH:25]=[N:26][C:27]([S:30][CH3:31])=[N:28]2)=[C:23]([O:32][CH2:33][O:34][CH2:35][CH2:36][Si:37]([CH3:40])([CH3:39])[CH3:38])[CH:22]=1.CC1(C)C(C)(C)OB([C:49]2[CH:54]=[CH:53][CH:52]=[CH:51][C:50]=2[NH:55][S:56]([CH3:59])(=[O:58])=[O:57])O1.CN(C)C=O.C(=O)([O-])[O-].[Na+].[Na+].O>C([O-])(=O)C.[Pd+2].C([O-])(=O)C>[CH3:31][S:30][C:27]1[N:26]=[CH:25][C:24]2=[C:23]([O:32][CH2:33][O:34][CH2:35][CH2:36][Si:37]([CH3:40])([CH3:39])[CH3:38])[CH:22]=[C:21]([C:49]3[CH:54]=[CH:53][CH:52]=[CH:51][C:50]=3[NH:55][S:56]([CH3:59])(=[O:58])=[O:57])[N:29]2[N:28]=1 |f:4.5.6,8.9.10|. Procedure: Into a 30 mL vial, Palladium Acetate (0.043 g, 0.19 mmol) and Triphenylphosphine (0.14 g, 0.54 mmol) were added. The mixture was purged under an atmosphere of Nitrogen for 10 minutes. 1,4-Dioxane (14.6 mL) was added and stirred for 10 minutes at room temperature. 7-Bromo-2-methylsulfanyl-5-(2-trimethylsilanyl-ethoxymethoxy)-pyrrolo[2,1-f][1,2,4]triazine (0.750 g, 1.92 mmol), N-[2-(4,4,5,5-Tetramethyl-1,3,2-dioxaborolan-2-yl)-phenyl]-methanesulfonamide (1.14 g, 3.84 mmol), N,N-Dimethylformamide (...